This data is from the Open Reaction Database (ORD), a public repository of structured organic reaction records. The task is: describe an organic reaction: reactants, conditions, products, and yield Starting materials: KHCO3, C(CCCC)OC1=CC=C(C2=CC=CC=C12)C=O (4-pentyloxy-naphthalene-1-carbaldehyde), C(C)(C)(C)OCl (t-BuOCl), CCN(C(C)C)C(C)C (DIEA), C1(=CC=CC2=CC=CC=C12)O (1-naphthol). Run in C(Cl)Cl (DCM), C(Cl)(Cl)(Cl)Cl (CCl4). Conditions: temperature 50 celsius, time 1 hour. Product: C1(=CC=CC2=CC=CC=C12)OC(=O)C1=CC=C(C2=CC=CC=C12)OCCCCC (4-Pentyloxy-naphthalene-1-carboxylic acid naphthalen-1-yl ester). The yield is 42.7%. As a reaction SMILES: [CH2:1]([O:6][C:7]1[C:16]2[C:11](=[CH:12][CH:13]=[CH:14][CH:15]=2)[C:10]([CH:17]=[O:18])=[CH:9][CH:8]=1)[CH2:2][CH2:3][CH2:4][CH3:5].C(OCl)(C)(C)C.CCN(C(C)C)C(C)C.[C:34]1([OH:44])[C:43]2[C:38](=[CH:39][CH:40]=[CH:41][CH:42]=2)[CH:37]=[CH:36][CH:35]=1>C(Cl)(Cl)(Cl)Cl.C(Cl)Cl>[C:34]1([O:44][C:17]([C:10]2[C:11]3[C:16](=[CH:15][CH:14]=[CH:13][CH:12]=3)[C:7]([O:6][CH2:1][CH2:2][CH2:3][CH2:4][CH3:5])=[CH:8][CH:9]=2)=[O:18])[C:43]2[C:38](=[CH:39][CH:40]=[CH:41][CH:42]=2)[CH:37]=[CH:36][CH:35]=1. Reported procedure: A solution of 4-pentyloxy-naphthalene-1-carbaldehyde (121 mg,.0.5 mmol) in CCl4 (2 mL) is treated with t-BuOCl (8.82 M, 170 μL, 1.5 mmol) and stirred at 50° C. for 1 h. After addition of DIEA (0.3 mL, 1.7 mmol) and 1-naphthol (216 mg, 1.5 mmol) the mixture is refluxed for 2 h and distributed between 1M KHCO3 (5 mL) and DCM (2×5 mL). The combined organic phases are dried over Na2SO4 and concentrated. Flash chromatography (cyclohexane/acetone) yields 82 mg (43%) of colourless crystals. The reactants are Cn1cnc2c(F)c(Nc3ccc(Br)cc3F)c(C(=O)O)nc21, CCN=C=NCCCN(C)C, CCOC(C)=O, C=COCCON, On1nnc2ccccc21. Product: C=COCCONC(=O)c1nc2c(ncn2C)c(F)c1Nc1ccc(Br)cc1F. RXN SMILES: [Br:1][c:2]1[cH:3][c:4]([F:23])[c:5]([NH:8][c:9]2[c:10]([F:22])[c:11]3[c:12]([n:13][c:14]2[C:15](=[O:16])[OH:17])[n:18]([CH3:21])[cH:19][n:20]3)[cH:6][cH:7]1.[CH3:34][CH2:35][N:36]=[C:37]=[N:38][CH2:39][CH2:40][CH2:41][N:42]([CH3:43])[CH3:44].[CH3:52][CH2:53][O:54][C:55]([CH3:56])=[O:57].[CH:45](=[CH2:46])[O:47][CH2:48][CH2:49][O:50][NH2:51].[OH:24][n:25]1[c:26]2[c:27]([cH:28][cH:29][cH:30][cH:31]2)[n:32][n:33]1>>[Br:1][c:2]1[cH:3][c:4]([F:23])[c:5]([NH:8][c:9]2[c:10]([F:22])[c:11]3[c:12]([n:13][c:14]2[C:15](=[O:17])[NH:51][O:50][CH2:49][CH2:48][O:47][CH:45]=[CH2:46])[n:18]([CH3:21])[cH:19][n:20]3)[cH:6][cH:7]1. Product: O=C(Cl)Cc1ccccc1I. Reactants: O=C(O)Cc1ccccc1I, O=S(Cl)Cl, c1ccccc1. Reaction SMILES: [I:1][c:2]1[c:3]([CH2:8][C:9](=[O:10])[OH:11])[cH:4][cH:5][cH:6][cH:7]1.[S:12]([Cl:13])([Cl:14])=[O:15].[cH:16]1[cH:17][cH:18][cH:19][cH:20][cH:21]1>>[I:1][c:2]1[c:3]([CH2:8][C:9](=[O:11])[Cl:14])[cH:4][cH:5][cH:6][cH:7]1. Reactants: O=[N+]([O-])c1ccc(Br)cn1, O=C([O-])[O-], CS(N)(=O)=O, CC(N)=O, Cl, [K+], [K+], O. Product: CS(=O)(=O)Nc1ccc([N+](=O)[O-])nc1. Reaction SMILES: [Br:5][c:6]1[cH:7][cH:8][c:9]([N+:12](=[O:13])[O-:14])[n:10][cH:11]1.[C:20](=[O:21])([O-:22])[O-:23].[CH3:15][S:16](=[O:17])(=[O:18])[NH2:19].[CH3:1][C:2](=[O:3])[NH2:4].[ClH:26].[K+:24].[K+:25].[OH2:27]>>[c:6]1([NH:19][S:16]([CH3:15])(=[O:17])=[O:18])[cH:7][cH:8][c:9]([N+:12](=[O:13])[O-:14])[n:10][cH:11]1. Starting materials: CO, CCOC(=O)c1sc(N2CCC(NC(=O)c3nc(Cl)c(CC)[nH]3)C(OCCCF)C2)nc1C, [Li+], [OH-]. Yields the product CCc1[nH]c(C(=O)NC2CCN(c3nc(C)c(C(=O)O)s3)CC2OCCCF)nc1Cl. As a reaction SMILES: [CH3:36][OH:37].[Cl:1][c:2]1[n:3][c:4]([C:9](=[O:10])[NH:11][CH:12]2[CH:13]([O:29][CH2:30][CH2:31][CH2:32][F:33])[CH2:14][N:15]([c:18]3[s:19][c:20]([C:24](=[O:25])[O:26][CH2:27][CH3:28])[c:21]([CH3:23])[n:22]3)[CH2:16][CH2:17]2)[nH:5][c:6]1[CH2:7][CH3:8].[Li+:34].[OH-:35]>>[Cl:1][c:2]1[n:3][c:4]([C:9](=[O:10])[NH:11][CH:12]2[CH:13]([O:29][CH2:30][CH2:31][CH2:32][F:33])[CH2:14][N:15]([c:18]3[s:19][c:20]([C:24](=[O:25])[OH:26])[c:21]([CH3:23])[n:22]3)[CH2:16][CH2:17]2)[nH:5][c:6]1[CH2:7][CH3:8]. Reactants: C(C)OC(CC(CC(=O)OCC)(C=1C=NC=CC1)C#N)=O (3-cyano-3-(pyrid-3-yl)pentanedioic acid diethyl ester), ClCCl.CO (dichloromethane methanol), [BH4-].[Na+] (sodium borohydride). Reagents/catalysts: O.O.O.O.O.O.[Co](Cl)Cl (cobalt(II)chloride hexahydrate). Solvent: CO (methanol). Reaction conditions: time 18 hour. Product: C(C)OC(CC1(CNC(C1)=O)C=1C=NC=CC1)=O ((3-(pyrid-3-yl)-5-oxopyrrolidin-3-yl)acetic Ethyl Ester). As a reaction SMILES: [CH2:1]([O:3][C:4](=[O:21])[CH2:5][C:6]([C:19]#[N:20])([C:13]1[CH:14]=[N:15][CH:16]=[CH:17][CH:18]=1)[CH2:7][C:8](OCC)=[O:9])[CH3:2].[BH4-].[Na+].ClCCl.CO>CO.O.O.O.O.O.O.[Co](Cl)Cl>[CH2:1]([O:3][C:4](=[O:21])[CH2:5][C:6]1([C:13]2[CH:14]=[N:15][CH:16]=[CH:17][CH:18]=2)[CH2:7][C:8](=[O:9])[NH:20][CH2:19]1)[CH3:2] |f:1.2,3.4,6.7.8.9.10.11.12|. Procedure: Combine 3-cyano-3-(pyrid-3-yl)pentanedioic acid diethyl ester (50 g, 172 mmol) and cobalt(II)chloride hexahydrate (81.8 g, 344 mmol) in methanol (500 mL). While maintaining the temperature at or below 20° C. with an ice-bath, add portionwise sodium borohydride (65.1 g, 1.72 mol). After the addition is complete, allow the reaction mixture to stand at ambient temperature. After 18 hours, evaporate the reaction mixture in vacuo to obtain a residue. Quench the reaction mixture by adding ammonium chl... The reactants are CC(C)c1nc2ccccc2[nH]1, Cn1c(CN2CCN(C(C)(C)C(N)=O)CC2)nc2c(N3CCOCC3)nc(Cl)nc21. The product is CC(C)c1nc2ccccc2n1-c1nc(N2CCOCC2)c2nc(CN3CCN(C(C)(C)C(N)=O)CC3)n(C)c2n1. As a reaction SMILES: [CH:31]([CH3:32])([CH3:33])[c:34]1[nH:35][c:36]2[c:37]([n:38]1)[cH:39][cH:40][cH:41][cH:42]2.[Cl:1][c:2]1[n:3][c:4]([N:25]2[CH2:26][CH2:27][O:28][CH2:29][CH2:30]2)[c:5]2[n:6][c:7]([CH2:12][N:13]3[CH2:14][CH2:15][N:16]([C:19]([C:20](=[O:21])[NH2:22])([CH3:23])[CH3:24])[CH2:17][CH2:18]3)[n:8]([CH3:11])[c:9]2[n:10]1>>[c:2]1(-[n:35]2[c:34]([CH:31]([CH3:32])[CH3:33])[n:38][c:37]3[c:36]2[cH:42][cH:41][cH:40][cH:39]3)[n:3][c:4]([N:25]2[CH2:26][CH2:27][O:28][CH2:29][CH2:30]2)[c:5]2[n:6][c:7]([CH2:12][N:13]3[CH2:14][CH2:15][N:16]([C:19]([C:20](=[O:21])[NH2:22])([CH3:23])[CH3:24])[CH2:17][CH2:18]3)[n:8]([CH3:11])[c:9]2[n:10]1. Reactants: CCN(C(C)C)C(C)C, ClCCl, NCCc1ccccc1F, O=C(Cl)c1ccc(C(F)(F)F)cc1. The product is O=C(NCCc1ccccc1F)c1ccc(C(F)(F)F)cc1. As a reaction SMILES: [CH:11]([N:12]([CH:13]([CH3:14])[CH3:15])[CH2:16][CH3:17])([CH3:18])[CH3:19].[Cl:33][CH2:34][Cl:35].[F:1][c:2]1[c:3]([CH2:4][CH2:5][NH2:6])[cH:7][cH:8][cH:9][cH:10]1.[F:20][C:21]([c:22]1[cH:23][cH:24][c:25]([C:26](=[O:27])[Cl:28])[cH:29][cH:30]1)([F:31])[F:32]>>[F:1][c:2]1[c:3]([CH2:4][CH2:5][NH:6][C:26]([c:25]2[cH:24][cH:23][c:22]([C:21]([F:20])([F:31])[F:32])[cH:30][cH:29]2)=[O:27])[cH:7][cH:8][cH:9][cH:10]1. The reactants are ClC1=CC(=NC(=N1)SCC1=CC=C(C=C1)OC)NC=1NN=C(C1)C ([6-chloro-2-(4-methoxy-benzylsulfanyl)-pyrimidin-4-yl)-(5-methyl-2H-pyrazol-3-yl)-amine), CN1CCNCC1 (1-methylpiperazine). Product: desired product, COC1=CC=C(CSC2=NC(=CC(=N2)NC=2NN=C(C2)C)N2CCN(CC2)C)C=C1 ([2-(4-methoxy-benzylsulfanyl)-6-(4-methylpiperazin-1-yl)-pyrimidin-4-yl]-(5-methyl-2H-pyrazol-3-yl)-amine). RXN SMILES: Cl[C:2]1[N:7]=[C:6]([S:8][CH2:9][C:10]2[CH:15]=[CH:14][C:13]([O:16][CH3:17])=[CH:12][CH:11]=2)[N:5]=[C:4]([NH:18][C:19]2[NH:20][N:21]=[C:22]([CH3:24])[CH:23]=2)[CH:3]=1.[CH3:25][N:26]1[CH2:31][CH2:30][NH:29][CH2:28][CH2:27]1>>[CH3:17][O:16][C:13]1[CH:14]=[CH:15][C:10]([CH2:9][S:8][C:6]2[N:5]=[C:4]([NH:18][C:19]3[NH:20][N:21]=[C:22]([CH3:24])[CH:23]=3)[CH:3]=[C:2]([N:29]3[CH2:30][CH2:31][N:26]([CH3:25])[CH2:27][CH2:28]3)[N:7]=2)=[CH:11][CH:12]=1. Procedure details: The above-prepared [6-chloro-2-(4-methoxy-benzylsulfanyl)-pyrimidin-4-yl)-(5-methyl-2H-pyrazol-3-yl)-amine (500 mg, 1.38 mmol) in 1-methylpiperazine (10 mL) is heated at 130° C. for 15 hours. The solvent is then removed in vacuo and the residue is purified by flash chromatography (SiO2, dichloromethane/MeOH gradient) to give the desired product [2-(4-methoxy-benzylsulfanyl)-6-(4-methylpiperazin-1-yl)-pyrimidin-4-yl]-(5-methyl-2H-pyrazol-3-yl)-amine.